From a dataset of the Open Reaction Database (ORD), a public repository of structured organic reaction records. describe an organic reaction: reactants, conditions, products, and yield Starting materials: BrC1=CC=2N(N=C1Cl)C(=NN2)C2=C(C=CC=C2)F (7-bromo-6-chloro-3-(2-fluorophenyl)-1,2,4-triazolo[4,3-b]pyridazine), C[Si](C)(C)[N-][Si](C)(C)C.[K+] (potassium bis(trimethylsilyl)amide), C1(=CC=CC=C1)C (toluene), CN1N=CN=C1CO ((2-methyl-2H-1,2,4-triazol-3-yl)methanol), ice water. Run in [Cl-].[NH4+] (ammonium chloride), C1CCOC1 (THF), C1CCOC1 (THF). Run at temperature 0 celsius, time 3 hour. Product: BrC1=CC=2N(N=C1OCC=1N(N=CN1)C)C(=NN2)C2=C(C=CC=C2)F (7-bromo-3-(2-fluorophenyl)-6-(2-methyl-2H-1,2,4-triazol-3-ylmethoxy)-1,2,4-triazolo[4,3-b]pyridazine). Isolated yield 51.5%. Reaction SMILES: C[Si]([N-][Si](C)(C)C)(C)C.[K+].C1(C)C=CC=CC=1.[CH3:18][N:19]1[C:23]([CH2:24][OH:25])=[N:22][CH:21]=[N:20]1.[Br:26][C:27]1[C:32](Cl)=[N:31][N:30]2[C:34]([C:37]3[CH:42]=[CH:41][CH:40]=[CH:39][C:38]=3[F:43])=[N:35][N:36]=[C:29]2[CH:28]=1>C1COCC1.[Cl-].[NH4+]>[Br:26][C:27]1[C:32]([O:25][CH2:24][C:23]2[N:19]([CH3:18])[N:20]=[CH:21][N:22]=2)=[N:31][N:30]2[C:34]([C:37]3[CH:42]=[CH:41][CH:40]=[CH:39][C:38]=3[F:43])=[N:35][N:36]=[C:29]2[CH:28]=1 |f:0.1,6.7|. Procedure details: A solution of potassium bis(trimethylsilyl)amide in toluene (16.8 ml, 0.5M, 8.4 mmol) was added to a stirred solution of (2-methyl-2H-1,2,4-triazol-3-yl)methanol (0.95 g, 8.4 mmol) in anhydrous THF (30 ml) at room temperature under nitrogen. After 20 min the suspension was cooled to 0° C. and a suspension of 7-bromo-6-chloro-3-(2-fluorophenyl)-1,2,4-triazolo[4,3-b]pyridazine (2.28 g, 6.96 mmol) in anhydrous THF (100 ml) was added dropwise. The mixture was stirred for 3 h at 0° C. then poured int... The reactants are N1=CC=C(C=C1)B(O)O (4-pyridylboronic acid), IC1=CC=C(C=C1)[N+](=O)[O-] (1-iodo-4-nitrobenzene), C(=O)([O-])[O-].[Na+].[Na+] (Na2CO3), CCOC(=O)C (EtOAc). The reagents and catalysts are Cl[Pd]([P](C1=CC=CC=C1)(C2=CC=CC=C2)C3=CC=CC=C3)([P](C4=CC=CC=C4)(C5=CC=CC=C5)C6=CC=CC=C6)Cl (Pd(Ph3P)2Cl2). Run in O1CCOCC1 (dioxane), O (H2O), O (Water). Conditions: time 20 hour. The product is [N+](=O)([O-])C1=CC=C(C=C1)C1=CC=NC=C1 (4-(4-nitrophenyl)pyridine). Isolated yield 42.1%. Reaction SMILES: [N:1]1[CH:6]=[CH:5][C:4](B(O)O)=[CH:3][CH:2]=1.I[C:11]1[CH:16]=[CH:15][C:14]([N+:17]([O-:19])=[O:18])=[CH:13][CH:12]=1.C([O-])([O-])=O.[Na+].[Na+].CCOC(C)=O>O1CCOCC1.O.Cl[Pd](Cl)([P](C1C=CC=CC=1)(C1C=CC=CC=1)C1C=CC=CC=1)[P](C1C=CC=CC=1)(C1C=CC=CC=1)C1C=CC=CC=1>[N+:17]([C:14]1[CH:15]=[CH:16][C:11]([C:4]2[CH:5]=[CH:6][N:1]=[CH:2][CH:3]=2)=[CH:12][CH:13]=1)([O-:19])=[O:18] |f:2.3.4,^1:41,60|. Procedure: To a mixture of 4-pyridylboronic acid (500 mg, 4.06 mmol), 1-iodo-4-nitrobenzene (1.01 g, 4.06 mmol) and Pd(Ph3P)2Cl2 (140 mg, 0.199 mmol) in dioxane (15 mL), a solution of Na2CO3 (1.00 g, 9.43 mmol) in H2O (10 mL) was added. The mixture was stirred at 100 C for 20 h. Water and EtOAc were added. Organic phase was separated, washed with 5% NaHCO3, dried over Na2SO4, concentrated in vacuo. The residue was purified by a silica gel column on ISCO, eluted with 20-100% EtOAc in hexanes to give 4-(4-ni... Starting materials: NC1=C(C=C(C=C1)CC(=O)O)[N+](=O)[O-] (4-Amino-3-nitrophenylacetic acid), product, C(C)O (ethanol). Reagents/catalysts: [Pd] (palladium). Product: C1=CC=C(C(=C1)N)NC(=O)C2=CC=C(C=C2)N (dianiline). Reaction SMILES: [NH2:1][C:2]1[CH:7]=[CH:6][C:5](CC(O)=O)=[CH:4][C:3]=1[N+:12]([O-])=O.[CH2:15]([OH:17])[CH3:16]>[Pd]>[CH:5]1[CH:4]=[C:3]([NH2:12])[C:2]([NH:1][C:15]([C:16]2[CH:6]=[CH:7][C:2]([NH2:1])=[CH:3][CH:4]=2)=[O:17])=[CH:7][CH:6]=1. Procedure details: 4-Amino-3-nitrophenylacetic acid (0.97 g) and the product from Example 15 (1.0 g) were treated by the procedure described in Example 19. The intermediate product was hydrogenated using a palladium catalyst in ethanol to yield the intermediate dianiline. Reluxing of this intermediate with formic acid (1.2 equivalents) in 10% aqueous hydrochloric acid for 1 hour, followed by isolation and conversion to the bis-methanesulfonate salt yielded 0.61 g of the desired product as a white solid. m.p. 162°-... Reactants: CN(C(CN1C(C(=C(C2=NC=C(C=C12)CC1=CC=C(C=C1)F)O)C(=O)OCC)=O)=O)C (ethyl 1-[2-(dimethylamino)-2-oxoethyl]-7-[(4-fluorophenyl)methyl]-4-hydroxy-2-oxo-1,2-dihydro-1,5-naphthyridine-3-carboxylate), NCCCO (3-amino-1-propanol). Product: CN(C(CN1C(C(=C(C2=NC=C(C=C12)CC1=CC=C(C=C1)F)O)C(=O)NCCCO)=O)=O)C (1-[2-(Dimethylamino)-2-oxoethyl]-7-[(4-fluorophenyl)methyl]-4-hydroxy-N-(3-hydroxypropyl)-2-oxo-1,2-dihydro-1,5-naphthyridine-3-carboxamide). As a reaction SMILES: [CH3:1][N:2]([CH3:31])[C:3](=[O:30])[CH2:4][N:5]1[C:14]2[C:9](=[N:10][CH:11]=[C:12]([CH2:15][C:16]3[CH:21]=[CH:20][C:19]([F:22])=[CH:18][CH:17]=3)[CH:13]=2)[C:8]([OH:23])=[C:7]([C:24](OCC)=[O:25])[C:6]1=[O:29].[NH2:32][CH2:33][CH2:34][CH2:35][OH:36]>>[CH3:1][N:2]([CH3:31])[C:3](=[O:30])[CH2:4][N:5]1[C:14]2[C:9](=[N:10][CH:11]=[C:12]([CH2:15][C:16]3[CH:21]=[CH:20][C:19]([F:22])=[CH:18][CH:17]=3)[CH:13]=2)[C:8]([OH:23])=[C:7]([C:24]([NH:32][CH2:33][CH2:34][CH2:35][OH:36])=[O:25])[C:6]1=[O:29]. Reported procedure: This compound was prepared from ethyl 1-[2-(dimethylamino)-2-oxoethyl]-7-[(4-fluorophenyl)methyl]-4-hydroxy-2-oxo-1,2-dihydro-1,5-naphthyridine-3-carboxylate and 3-amino-1-propanol employing methods similar to those described in Example 245 and was purified by reverse phase preparative HPLC (C-18 stationary phase; 10-100% CH3CN/water/0.1% formic acid mobile phase). The product was obtained as a white solid: 1H NMR (d6-DMSO) δ 10.56 (1H, br), 8.16 (1H, br s), 7.26 (3H, m), 7.10 (2H, t, J=8.8 Hz),... Reactants: FC=1C(=C2C=3N([C@H](CO2)C)C=C(C(C3C1)=O)C(=O)O)F ((-)-9,10-difluoro-3(S)-methyl-7-oxo-2,3-dihydro-7H-pyrido[1,2,3-de]-1,4-benzoxazine-6-carboxylic acid), Cl.CC=1N=NN(C1)C1CNCC1 (3-(4-methyl-1,2,3-triazol-1-yl)pyrrolidine hydrochloride), C1CCC2=NCCCN2CC1 (DBU). Run in C(C)#N (acetonitrile). The product is FC=1C(=C2C=3N([C@H](CO2)C)C=C(C(C3C1)=O)C(=O)O)N1CC(CC1)N1N=NC(=C1)C ((-)-9-Fluoro-3(S)-methyl-10-[3-(4-methyl-1,2,3-triazol-1-yl)pyrrolidin-1-yl]-7-oxo-2,3-dihydro-7H-pyrido-[1,2,3-de]-1,4-benzoxazine-6-carboxylic acid). RXN SMILES: [F:1][C:2]1[C:3](F)=[C:4]2[O:9][CH2:8][C@H:7]([CH3:10])[N:6]3[CH:11]=[C:12]([C:17]([OH:19])=[O:18])[C:13](=[O:16])[C:14]([CH:15]=1)=[C:5]23.Cl.[CH3:22][C:23]1[N:24]=[N:25][N:26]([CH:28]2[CH2:32][CH2:31][NH:30][CH2:29]2)[CH:27]=1.C1CCN2C(=NCCC2)CC1>C(#N)C>[F:1][C:2]1[C:3]([N:30]2[CH2:31][CH2:32][CH:28]([N:26]3[CH:27]=[C:23]([CH3:22])[N:24]=[N:25]3)[CH2:29]2)=[C:4]2[O:9][CH2:8][C@H:7]([CH3:10])[N:6]3[CH:11]=[C:12]([C:17]([OH:19])=[O:18])[C:13](=[O:16])[C:14]([CH:15]=1)=[C:5]23 |f:1.2|. Reported procedure: A solution of 70.25 mg (0.25 mmol) of (-)-9,10-difluoro-3(S)-methyl-7-oxo-2,3-dihydro-7H-pyrido[1,2,3-de]-1,4-benzoxazine-6-carboxylic acid and 141 mg (0.75 mmol) of 3-(4-methyl-1,2,3-triazol-1-yl)pyrrolidine hydrochloride in 3 ml of acetonitrile in the presence of 152.24 mg (1 mmol) of DBU was refluxed for 3 days under nitrogen atmosphere. The suspension was then evaporated and water was added to the residue and solid collected and washed with methanol to yield after drying 50 mg of the desired... Starting materials: CC1(C(NC2=C(C=CC=C2C1)C(=O)OC)C1=CC(=CC=C1)C(NC1CN(CC1)C)=O)C (methyl 3,3-dimethyl-2-(3-(1-methylpyrrolidin-3-ylcarbamoyl)phenyl)-1,2,3,4-tetrahydroquinoline-8-carboxylate), [OH-].[Na+] (sodium hydroxide). The solvent is CO (methanol). The product is CC1(C(NC2=C(C=CC=C2C1)C(=O)O)C1=CC(=CC=C1)C(NC1CN(CC1)C)=O)C (3,3-dimethyl-2-(3-(1-methylpyrrolidin-3-ylcarbamoyl)phenyl)-1,2,3,4-tetrahydroquinoline-8-carboxylic acid). Isolated yield 38.2%. Reaction SMILES: [CH3:1][C:2]1([CH3:31])[CH2:11][C:10]2[C:5](=[C:6]([C:12]([O:14]C)=[O:13])[CH:7]=[CH:8][CH:9]=2)[NH:4][CH:3]1[C:16]1[CH:21]=[CH:20][CH:19]=[C:18]([C:22](=[O:30])[NH:23][CH:24]2[CH2:28][CH2:27][N:26]([CH3:29])[CH2:25]2)[CH:17]=1.[OH-].[Na+]>CO>[CH3:1][C:2]1([CH3:31])[CH2:11][C:10]2[C:5](=[C:6]([C:12]([OH:14])=[O:13])[CH:7]=[CH:8][CH:9]=2)[NH:4][CH:3]1[C:16]1[CH:21]=[CH:20][CH:19]=[C:18]([C:22](=[O:30])[NH:23][CH:24]2[CH2:28][CH2:27][N:26]([CH3:29])[CH2:25]2)[CH:17]=1 |f:1.2|. Procedure: A mixture of methyl 3,3-dimethyl-2-(3-(1-methylpyrrolidin-3-ylcarbamoyl)phenyl)-1,2,3,4-tetrahydroquinoline-8-carboxylate (76 mg, 0.18 mmol) in methanol (2.7 mL) and sodium hydroxide aqueous solution (1M, 2.34 mL, 2.34 mmol) was heated to reflux for 1.5 h, LC-MS showed the reaction was complete. The solvent was removed in vacuo and the residue was acidified with 1M hydrochloric acid solution until lots of white solid precipitated, which was collected by filtration and washed with water, dried in... The reactants are C1COC2(CCC(CC2)(C2=CC=C(C=3OCCOC32)OC)O)O1 (4-hydroxy-4-(8-methoxy-1,4-benzodioxan-5-yl)cyclohexanone ethyleneketal), O.C1(=CC=C(C=C1)S(=O)(=O)O)C (p-toluenesulfonic acid monohydrate), O (water). Run in C1(=CC=CC=C1)C (toluene). Yields the product COC1=CC=C(C2=C1OCCO2)C2=CCC(CC2)=O (4-(8-Methoxy-1,4-benzodioxan-5-yl)-3-cyclohexenone). The yield is 93.9%. Reaction SMILES: C1O[C:4]2([CH2:9][CH2:8][C:7](O)([C:10]3[C:19]4[O:18][CH2:17][CH2:16][O:15][C:14]=4[C:13]([O:20][CH3:21])=[CH:12][CH:11]=3)[CH2:6][CH2:5]2)[O:3]C1.O.C1(C)C=CC(S(O)(=O)=O)=CC=1.O>C1(C)C=CC=CC=1>[CH3:21][O:20][C:13]1[C:14]2[O:15][CH2:16][CH2:17][O:18][C:19]=2[C:10]([C:7]2[CH2:8][CH2:9][C:4](=[O:3])[CH2:5][CH:6]=2)=[CH:11][CH:12]=1 |f:1.2|. Procedure details: To the mixture of Compound 2a (1.2 g, 3.6 mmol) obtained in Step A of Example 2 and p-toluenesulfonic acid monohydrate (1.2 mg, 0.0063 mmol) were added water (70 mL) and toluene (140 mL ), followed by refluxing for 4 hours. The mixture was allowed to cool, the mixture was extracted with toluene, and the extract was washed with a saturated aqueous solution of sodium bicarbonate and then with brine. The mixture was dried over sodium sulfate, the solvent was evaporated, and the residue was purified... Starting materials: ClC=1C(=C(C2=C(C(CO2)=O)C1)CN1CCN(CC1)C(=O)OC(C)(C)C)O (tert-butyl 4-[(5-chloro-6-hydroxy-3-oxo-2,3-dihydrobenzofuran-7-yl)methyl]piperazine-1-carboxylate), CC1=CC=C2C(=N1)NC=C2C=O (6-methyl-1H-pyrrolo[2,3-b]pyridine-3-carboxaldehyde). The reagents and catalysts are N1CCCCC1 (piperidine). Solvent: CO (methanol). Reaction conditions: temperature 50 celsius, time 3 hour. The product is ClC=1C(=C(C2=C(C(/C(/O2)=C/C2=CNC3=NC(=CC=C32)C)=O)C1)CN1CCN(CC1)C(=O)OC(C)(C)C)O (tert-butyl (Z)-4-({5-chloro-6-hydroxy-2-[(6-methyl-1H-pyrrolo[2,3-b]pyridin-3-yl)methylene]-3-oxo-2,3-dihydrobenzofuran-7-yl}methyl)piperazine-1-carboxylate). Isolated yield 68.0%. Reaction SMILES: [Cl:1][C:2]1[C:3]([OH:26])=[C:4]([CH2:12][N:13]2[CH2:18][CH2:17][N:16]([C:19]([O:21][C:22]([CH3:25])([CH3:24])[CH3:23])=[O:20])[CH2:15][CH2:14]2)[C:5]2[O:9][CH2:8][C:7](=[O:10])[C:6]=2[CH:11]=1.[CH3:27][C:28]1[N:33]=[C:32]2[NH:34][CH:35]=[C:36]([CH:37]=O)[C:31]2=[CH:30][CH:29]=1>CO.N1CCCCC1>[Cl:1][C:2]1[C:3]([OH:26])=[C:4]([CH2:12][N:13]2[CH2:18][CH2:17][N:16]([C:19]([O:21][C:22]([CH3:23])([CH3:25])[CH3:24])=[O:20])[CH2:15][CH2:14]2)[C:5]2[O:9]/[C:8](=[CH:37]\[C:36]3[C:31]4[C:32](=[N:33][C:28]([CH3:27])=[CH:29][CH:30]=4)[NH:34][CH:35]=3)/[C:7](=[O:10])[C:6]=2[CH:11]=1. Reported procedure: A solution of tert-butyl 4-[(5-chloro-6-hydroxy-3-oxo-2,3-dihydrobenzofuran-7-yl)methyl]piperazine-1-carboxylate (0.012 g, 0.031 mmol) obtained in Example A12, Step 2 in methanol (2.0 mL) was added with 6-methyl-1H-pyrrolo[2,3-b]pyridine-3-carboxaldehyde (0.005 g, 0.028 mmol) obtained in Example A48, Step 4. Then, the mixture was added with 5 drops of piperidine, and then the mixture was stirred at 50° C. for 3 hours. The solvent was evaporated under reduced pressure, and then the residue was su...